From a dataset of the Open Reaction Database (ORD), a public repository of structured organic reaction records. describe an organic reaction: reactants, conditions, products, and yield The reactants are BrC=1N=C(C=2N(C1)C=CN2)N(C(OC(C)(C)C)=O)C2=CC(=C(C=C2)N2CCN(CC2)C2COC2)OCCOC2OCCCC2 (tert-butyl (6-bromoimidazo[1,2-a]pyrazin-8-yl)(4-(4-(oxetan-3-yl)piperazin-1-yl)-3-(2-((tetrahydro-2H-pyran-2-yl)oxy)ethoxy)phenyl)carbamate), C(=O)(OC(C)(C)C)N(C1=NC(=CN=C1)B1OC(C(O1)(C)C)(C)C)C(=O)OC(C)(C)C (N,N-BisBoc 6-(4,4,5,5-tetramethyl-1,3,2-dioxaborolan-2-yl)pyrazin-2-amine). Product: C(C)(C)(C)OC(=O)N(C1=CN=CC(=N1)C=1N=C(C=2N(C1)C=CN2)N(C(OC(C)(C)C)=O)C2=CC(=C(C=C2)N2CCN(CC2)C2COC2)OCCOC2OCCCC2)C(=O)OC(C)(C)C (tert-butyl (6-(6-(bis(tert-butoxycarbonyl)amino)pyrazin-2-yl)imidazo[1,2-a]pyrazin-8-yl)(4-(4-(oxetan-3-yl)piperazin-1-yl)-3-(2-((tetrahydro-2H-pyran-2-yl)oxy)ethoxy)phenyl)carbamate). As a reaction SMILES: Br[C:2]1[N:3]=[C:4]([N:11]([C:19]2[CH:24]=[CH:23][C:22]([N:25]3[CH2:30][CH2:29][N:28]([CH:31]4[CH2:34][O:33][CH2:32]4)[CH2:27][CH2:26]3)=[C:21]([O:35][CH2:36][CH2:37][O:38][CH:39]3[CH2:44][CH2:43][CH2:42][CH2:41][O:40]3)[CH:20]=2)[C:12](=[O:18])[O:13][C:14]([CH3:17])([CH3:16])[CH3:15])[C:5]2[N:6]([CH:8]=[CH:9][N:10]=2)[CH:7]=1.[C:45]([N:52]([C:68]([O:70][C:71]([CH3:74])([CH3:73])[CH3:72])=[O:69])[C:53]1[CH:58]=[N:57][CH:56]=[C:55](B2OC(C)(C)C(C)(C)O2)[N:54]=1)([O:47][C:48]([CH3:51])([CH3:50])[CH3:49])=[O:46]>>[C:71]([O:70][C:68]([N:52]([C:45]([O:47][C:48]([CH3:50])([CH3:51])[CH3:49])=[O:46])[C:53]1[N:54]=[C:55]([C:2]2[N:3]=[C:4]([N:11]([C:19]3[CH:24]=[CH:23][C:22]([N:25]4[CH2:30][CH2:29][N:28]([CH:31]5[CH2:32][O:33][CH2:34]5)[CH2:27][CH2:26]4)=[C:21]([O:35][CH2:36][CH2:37][O:38][CH:39]4[CH2:44][CH2:43][CH2:42][CH2:41][O:40]4)[CH:20]=3)[C:12](=[O:18])[O:13][C:14]([CH3:15])([CH3:17])[CH3:16])[C:5]3[N:6]([CH:8]=[CH:9][N:10]=3)[CH:7]=2)[CH:56]=[N:57][CH:58]=1)=[O:69])([CH3:72])([CH3:73])[CH3:74]. Procedure details: tert-Butyl (6-bromoimidazo[1,2-a]pyrazin-8-yl)(4-(4-(oxetan-3-yl)piperazin-1-yl)-3-(2-((tetrahydro-2H-pyran-2-yl)oxy)ethoxy)phenyl)carbamate XXVI was reacted with XV according to the methods of CHEMISTRY B as described in Example 2 to provide the desired compound tert-butyl (6-(6-(bis(tert-butoxycarbonyl)amino)pyrazin-2-yl)imidazo[1,2-a]pyrazin-8-yl)(4-(4-(oxetan-3-yl)piperazin-1-yl)-3-(2-((tetrahydro-2H-pyran-2-yl)oxy)ethoxy)phenyl)carbamate XXVII. Reactants: CC=1C=C(C=CC1)C(=O)C1=CC=C(C=C1)O (4-Hydroxyphenyl 3-methylphenyl ketone), ClC1=CC=NC2=CC(=C(C=C12)OC)OC (4-Chloro-6,7-dimethoxyquinoline). Reagents/catalysts: CN(C1=CC=NC=C1)C (4-dimethylaminopyridine). Run in C=1(C(=CC=CC1)C)C (xylene). Reaction conditions: time 1 hour. Product: COC=1C=C2C(=CC=NC2=CC1OC)OC1=CC=C(C=C1)C(=O)C1=CC(=CC=C1)C ({4-[(6,7-Dimethoxy-4-quinolyl)oxy]phenyl}(3-methylphenyl)methanone). Yield: 45.3%. RXN SMILES: [CH3:1][C:2]1[CH:3]=[C:4]([C:8]([C:10]2[CH:15]=[CH:14][C:13]([OH:16])=[CH:12][CH:11]=2)=[O:9])[CH:5]=[CH:6][CH:7]=1.Cl[C:18]1[C:27]2[C:22](=[CH:23][C:24]([O:30][CH3:31])=[C:25]([O:28][CH3:29])[CH:26]=2)[N:21]=[CH:20][CH:19]=1>CN(C)C1C=CN=CC=1.C1(C)C(C)=CC=CC=1>[CH3:29][O:28][C:25]1[CH:26]=[C:27]2[C:22](=[CH:23][C:24]=1[O:30][CH3:31])[N:21]=[CH:20][CH:19]=[C:18]2[O:16][C:13]1[CH:12]=[CH:11][C:10]([C:8]([C:4]2[CH:5]=[CH:6][CH:7]=[C:2]([CH3:1])[CH:3]=2)=[O:9])=[CH:15][CH:14]=1. Reported procedure: Under argon, 4-hydroxyphenyl 3-methylphenyl ketone (307 mg) obtained in Example 132 and 4-dimethylaminopyridine (194 mg) were added to xylene (5 ml), and the admixture was stirred at room temperature for 1 hour. 4-Chloro-6,7-dimethoxyquinoline (324 mg) was added, and the admixture was then refluxed with heat for 23 hours. The reaction mixture was treated in the same manner as described in Example 122 to obtain 262 mg of the title compound (yield: 45%). Yield: 9.0%. Reported procedure: Following Example 1, the title compound was synthesized (yield; 9%) from 4-chloro-2-methylphenol and 2-bromonaphthalene. Starting materials: ClC1=CC(=C(C=C1)O)C (4-chloro-2-methylphenol), BrC1=CC2=CC=CC=C2C=C1 (2-bromonaphthalene). As a reaction SMILES: [Cl:1][C:2]1[CH:7]=[CH:6][C:5]([OH:8])=[C:4]([CH3:9])[CH:3]=1.Br[C:11]1[CH:20]=[CH:19][C:18]2[C:13](=[CH:14][CH:15]=[CH:16][CH:17]=2)[CH:12]=1>>[Cl:1][C:2]1[CH:7]=[CH:6][C:5]([O:8][C:11]2[CH:20]=[CH:19][C:18]3[C:13](=[CH:14][CH:15]=[CH:16][CH:17]=3)[CH:12]=2)=[C:4]([CH3:9])[CH:3]=1. Product: ClC1=CC(=C(OC2=CC3=CC=CC=C3C=C2)C=C1)C (2-(4-chloro-2-methylphenoxy)naphthalene). The reactants are FC=1C=C(C=C(C1N1CCN(CC1)C(COCC1=CC=CC=C1)=O)F)N1C(O[C@H](C1)CNC(C)=O)=O ((S)-N-[[3-[3,5-difluoro-4-[4-(benzyloxyacetyl)-1-piperazinyl]phenyl]-2-oxo-5-oxazolidinyl]methyl]acetamide). Solvent: CO (MeOH). Run at time 4.5 hour. Product: FC=1C=C(C=C(C1N1CCN(CC1)C(CO)=O)F)N1C(O[C@H](C1)CNC(C)=O)=O ((S)-N-[[3-[3,5-difluoro-4-[4-(hydroxyacetyl)-1-piperazinyl]phenyl]-2-oxo-5-oxazolidinyl]methyl]acetamide). Yield: 98.2%. As a reaction SMILES: [F:1][C:2]1[CH:3]=[C:4]([N:26]2[CH2:30][C@H:29]([CH2:31][NH:32][C:33](=[O:35])[CH3:34])[O:28][C:27]2=[O:36])[CH:5]=[C:6]([F:25])[C:7]=1[N:8]1[CH2:13][CH2:12][N:11]([C:14](=[O:24])[CH2:15][O:16]CC2C=CC=CC=2)[CH2:10][CH2:9]1>CO>[F:25][C:6]1[CH:5]=[C:4]([N:26]2[CH2:30][C@H:29]([CH2:31][NH:32][C:33](=[O:35])[CH3:34])[O:28][C:27]2=[O:36])[CH:3]=[C:2]([F:1])[C:7]=1[N:8]1[CH2:13][CH2:12][N:11]([C:14](=[O:24])[CH2:15][OH:16])[CH2:10][CH2:9]1. Procedure details: Next, (S)-N-[[3-[3,5-difluoro-4-[4-(benzyloxyacetyl)-1-piperazinyl]phenyl]-2-oxo-5-oxazolidinyl]methyl]acetamide (3.84 g, 7.6 mmol) was dissolved in hot 10% EtOac/MeOH (150 mL). After degassing the solution three times with N2, the Pearlman's catalyst (384 mg, 10% by weight) was added. The solution was degassed again and then the atmosphere was replaced with H2. The reaction was stirred at room temperature for 4.5 hours. At this point, the reaction was found to be complete by TLC (10% MeOH/CHCl3... Solvent: [H][H] (hydrogen). Yield: 97.3%. Reaction SMILES: [C:1]([N:9]1[C:17]2[C:12](=[CH:13][CH:14]=[CH:15][CH:16]=2)[C:11]([C:18]2[CH:23]=[CH:22][CH:21]=[CH:20][CH:19]=2)=[CH:10]1)(=[O:8])[C:2]1[CH:7]=[CH:6][CH:5]=[CH:4][CH:3]=1.C(O)(=O)C>[C].[Pd].[H][H]>[C:1]([N:9]1[C:17]2[C:12](=[CH:13][CH:14]=[CH:15][CH:16]=2)[CH:11]([C:18]2[CH:23]=[CH:22][CH:21]=[CH:20][CH:19]=2)[CH2:10]1)(=[O:8])[C:2]1[CH:3]=[CH:4][CH:5]=[CH:6][CH:7]=1 |f:2.3|. The reagents and catalysts are [C].[Pd] (palladium-carbon). The reactants are C(C1=CC=CC=C1)(=O)N1C=C(C2=CC=CC=C12)C1=CC=CC=C1 (1-benzoyl-3-phenylindole), C(C)(=O)O (acetic acid). Procedure: A mixture of 3.0 g of 1-benzoyl-3-phenylindole, 0.33 g of 10% palladium-carbon catalyst, and 60 ml of acetic acid was stirred in hydrogen for six hours under the conditions of 60° C. and normal pressure, cooled, then filtered to remove the catalyst, and distilled to expel the acetic acid. The residue was alkalinized by addition of an aqueous sodium hydroxide solution and extracted with ethyl acetate. The ethyl acetate layer was dried over anhydrous magnesium sulfate, and then distilled to expel ... Product: C(C1=CC=CC=C1)(=O)N1CC(C2=CC=CC=C12)C1=CC=CC=C1 (1-benzoyl-3-phenylindoline).